From a dataset of the Open Reaction Database (ORD), a public repository of structured organic reaction records. describe an organic reaction: reactants, conditions, products, and yield Reactants: OC=1C=C(C=CC1O)CC(=O)O (3,4-dihydroxyphenylacetic acid), C([O-])([O-])=O.[K+].[K+] (potassium carbonate), BrCC(C)=O (bromoacetone), solution, Cl (hydrogen chloride). The solvent is CO (methanol), CN(C=O)C (dimethylformamide), O1CCOCC1 (dioxane). The product is OC=1C=C(C=CC1OCC(C)=O)CC(=O)OC (Methyl 3-hydroxy-4-(2-oxopropoxy)phenylacetate). Reaction SMILES: [OH:1][C:2]1[CH:3]=[C:4]([CH2:9][C:10]([OH:12])=[O:11])[CH:5]=[CH:6][C:7]=1[OH:8].Cl.Br[CH2:15][C:16](=[O:18])[CH3:17].[C:19](=O)([O-])[O-].[K+].[K+]>O1CCOCC1.CN(C)C=O.CO>[OH:1][C:2]1[CH:3]=[C:4]([CH2:9][C:10]([O:12][CH3:19])=[O:11])[CH:5]=[CH:6][C:7]=1[O:8][CH2:15][C:16](=[O:18])[CH3:17] |f:3.4.5|. Reported procedure: Following a procedure similar to that described in Preparation 21, but using 10 g of 3,4-dihydroxyphenylacetic acid, 30 ml of absolute methanol, 20 ml of a 4N solution of hydrogen chloride in dioxane, 200 ml of anhydrous dimethylformamide, 8.74 g of bromoacetone and 8.02 g of potassium carbonate, the title compound was obtained having an Rf=0.37 (thin layer chromatography over silica gel, using a 1:2 by volume mixture of ethyl acetate and hexane as the developing solvent). The reactants are ClC1=NC2=CC=C(C=C2C=C1)Cl (2,6-dichloroquinoline), FC=1C=C(CN)C=CC1 (3-fluorobenzylamine), C(C1=CC=CC=C1)N (benzylamine). Yields the product C(C1=CC=CC=C1)NC=1C=C2C=CC(=NC2=CC1)NCC1=CC(=CC=C1)F (N6-Benzyl-N2-(3-fluoro-benzyl)-quinoline-2,6-diamine). As a reaction SMILES: Cl[C:2]1[CH:11]=[CH:10][C:9]2[C:4](=[CH:5][CH:6]=[C:7](Cl)[CH:8]=2)[N:3]=1.[F:13][C:14]1[CH:15]=[C:16]([CH:19]=[CH:20][CH:21]=1)[CH2:17][NH2:18].[CH2:22]([NH2:29])[C:23]1[CH:28]=[CH:27][CH:26]=[CH:25][CH:24]=1>>[CH2:22]([NH:29][C:7]1[CH:8]=[C:9]2[C:4](=[CH:5][CH:6]=1)[N:3]=[C:2]([NH:18][CH2:17][C:16]1[CH:19]=[CH:20][CH:21]=[C:14]([F:13])[CH:15]=1)[CH:11]=[CH:10]2)[C:23]1[CH:28]=[CH:27][CH:26]=[CH:25][CH:24]=1. Reported procedure: The title compound, MS: m/e=358.1 (M+H+), was prepared in accordance with the general method of example 1 from 2,6-dichloroquinoline, 3-fluorobenzylamine and benzylamine. Conditions: time 2 hour. Reported procedure: A suspension of glycyl-glycine methyl ester hydrochloride (1.9 g; 10 mmoles) in a dimethylformamide-dichloromethane (1:2) mixture (30 ml) is admixed with N-ethylpiperidine (1.4 ml) and stirred for 2 hours at room temperature. After that benzyloxycarbonylglutamine pentachlorphenyl ester (5.3 g; 10 mmoles) is added and the reaction mixture is stirred at room temperature a further 4 hours. After 8 hours of standing, the precipitated crystalline product is separated and crystallized from methanol - ... Solvent: CN(C=O)C.ClCCl (dimethylformamide dichloromethane). The product is COC(CNC(CNC([C@@H](NC(=O)OCC1=CC=CC=C1)CCC(N)=O)=O)=O)=O (Benzyloxycarbonylglutaminyl-glycyl-glycine methyl ester). The reactants are Cl.COC(CNC(CN)=O)=O (glycyl-glycine methyl ester hydrochloride), mixture, ClC1=C(C(=C(C(=C1OC([C@@H](NC(=O)OCC1=CC=CC=C1)CCC(N)=O)=O)Cl)Cl)Cl)Cl (benzyloxycarbonylglutamine pentachlorphenyl ester), C(C)N1CCCCC1 (N-ethylpiperidine). As a reaction SMILES: Cl.[CH3:2][O:3][C:4](=[O:11])[CH2:5][NH:6][C:7](=[O:10])[CH2:8][NH2:9].C(N1CCCCC1)C.ClC1C([O:27][C:28](=O)[C@H:29]([CH2:41][CH2:42][C:43](=[O:45])[NH2:44])[NH:30][C:31]([O:33][CH2:34][C:35]2[CH:40]=[CH:39][CH:38]=[CH:37][CH:36]=2)=[O:32])=C(Cl)C(Cl)=C(Cl)C=1Cl>CN(C)C=O.ClCCl>[CH3:2][O:3][C:4](=[O:11])[CH2:5][NH:6][C:7](=[O:10])[CH2:8][NH:9][C:28](=[O:27])[C@H:29]([CH2:41][CH2:42][C:43](=[O:45])[NH2:44])[NH:30][C:31]([O:33][CH2:34][C:35]1[CH:36]=[CH:37][CH:38]=[CH:39][CH:40]=1)=[O:32] |f:0.1,4.5|. The reactants are [OH-].[Na+] (NaOH), Cl (HCl), C(C)(C)(C)C1=CC=C(CN(C(C(F)(F)F)=O)CC(C(F)(F)F)O)C=C1 ([rac]-N-(4-tert-butyl-benzyl)-2,2,2-trifluoro-N-(3,3,3-trifluoro-2-hydroxy-propyl)-acetamide), [OH-].[Na+] (NaOH). The solvent is C(C)O (ethanol), C(C)OCC (diethylether). Run at temperature 75 celsius, time 24 hour. Yields the product C(C)(C)(C)C1=CC=C(CNCC(C(F)(F)F)O)C=C1 ([rac]-(4-tert-butyl-benzyl)-(3,3,3-trifluoro-2-hydroxy-propyl)-amine). As a reaction SMILES: [C:1]([C:5]1[CH:25]=[CH:24][C:8]([CH2:9][N:10]([CH2:17][CH:18]([OH:23])[C:19]([F:22])([F:21])[F:20])C(=O)C(F)(F)F)=[CH:7][CH:6]=1)([CH3:4])([CH3:3])[CH3:2].[OH-].[Na+].Cl>C(O)C.C(OCC)C>[C:1]([C:5]1[CH:25]=[CH:24][C:8]([CH2:9][NH:10][CH2:17][CH:18]([OH:23])[C:19]([F:22])([F:20])[F:21])=[CH:7][CH:6]=1)([CH3:4])([CH3:2])[CH3:3] |f:1.2|. Reported procedure: 99 mg of [rac]-N-(4-tert-butyl-benzyl)-2,2,2-trifluoro-N-(3,3,3-trifluoro-2-hydroxy-propyl)-acetamide (0.27 mmol) were dissolved in 0.5 ml ethanol, treated with 0.4 ml 2N NaOH (0.8 mmol) and heated to 75° C. (bath temperature) for 4 h. After this period a second portion of 0.4 ml 2N NaOH (0.8 mmol) was added and the reaction mixture stirred at 7° C. (bath temperature) for additional 24 h. Then the reaction mixture was cooled down to rt, diluted with diethylether, treated with 1.6 ml 1N HCl and e... Reactants: FC1=CC2=C(NC(CO2)=O)C(=C1N1C(C=2CCCCC2C1=O)=O)[N+](=O)[O-] (2-[7-Fluoro-5-nitro-2H-1,4-benzoxazine-3(4H)-on-6-yl]-4,5,6,7-tetrahydro-2H-isoindole-1,3-dione), O (water). The reagents and catalysts are [Fe] (iron). Run in C(C)(=O)O (acetic acid). Yields the product NC1=C(C(=CC2=C1NC(CO2)=O)F)N2C(C=1CCCCC1C2=O)=O (2-[5-amino-7-fluoro-2H-1,4-benzoxazine-3(4H)-on-6-yl]-4,5,6,7-tetrahydro-2H-isoindole-1,3-dione). Isolated yield 104.7%. RXN SMILES: [F:1][C:2]1[C:12]([N:13]2[C:21](=[O:22])[C:20]3[CH2:19][CH2:18][CH2:17][CH2:16][C:15]=3[C:14]2=[O:23])=[C:11]([N+:24]([O-])=O)[C:5]2[NH:6][C:7](=[O:10])[CH2:8][O:9][C:4]=2[CH:3]=1.O>C(O)(=O)C.[Fe]>[NH2:24][C:11]1[C:5]2[NH:6][C:7](=[O:10])[CH2:8][O:9][C:4]=2[CH:3]=[C:2]([F:1])[C:12]=1[N:13]1[C:21](=[O:22])[C:20]2[CH2:19][CH2:18][CH2:17][CH2:16][C:15]=2[C:14]1=[O:23]. Procedure details: 2-[7-Fluoro-5-nitro-2H-1,4-benzoxazine-3(4H)-on-6-yl]-4,5,6,7-tetrahydro-2H-isoindole-1,3-dione (1.25 g) was dissolved in acetic acid (13 ml) and iron powder (0.77 g) was added with stirring. Solution was stirred at ambient temperature for 12 hr and water was added. Product was extracted with ethyl acetate to afford the title compound (1.2 g).